Dataset: the Open Reaction Database (ORD), a public repository of structured organic reaction records. Task: describe an organic reaction: reactants, conditions, products, and yield Starting materials: C(C1=CC=CC=C1)N(CC(=O)C1=CC(=C(C=C1)OCC1=CC=CC=C1)[N+](=O)[O-])C1CC2=CC(=C(C=C2C1)CC)CC (2-[benzyl-(5,6-diethyl-indan-2-yl)-amino]-1-(4-benzyloxy-3-nitro-phenyl)-ethanone), NC=1C=C(C=CC1OCC1=CC=CC=C1)[C@H](CN(C1CC2=CC(=C(C=C2C1)CC)CC)CC1=CC=CC=C1)O ((R)-1-(3-Amino-4-benzyloxy-phenyl)-2-[benzyl-(5,6-diethyl-indan-2-yl)-amino]-ethanol). Run at time 48 hour. Yields the product NC=1C=C(C=CC1OCC1=CC=CC=C1)C(CN(C1CC2=CC(=C(C=C2C1)CC)CC)CC1=CC=CC=C1)=O (1-(3-Amino-4-benzyloxy-phenyl)-2-[benzyl-(5,6-diethyl-indan-2-yl)-amino]-ethanone). RXN SMILES: [CH2:1]([N:8]([CH:29]1[CH2:37][C:36]2[C:31](=[CH:32][C:33]([CH2:40][CH3:41])=[C:34]([CH2:38][CH3:39])[CH:35]=2)[CH2:30]1)[CH2:9][C:10]([C:12]1[CH:17]=[CH:16][C:15]([O:18][CH2:19][C:20]2[CH:25]=[CH:24][CH:23]=[CH:22][CH:21]=2)=[C:14]([N+:26]([O-])=O)[CH:13]=1)=[O:11])[C:2]1[CH:7]=[CH:6][CH:5]=[CH:4][CH:3]=1.NC1C=C([C@@H](O)CN(CC2C=CC=CC=2)C2CC3C(=CC(CC)=C(CC)C=3)C2)C=CC=1OCC1C=CC=CC=1>>[NH2:26][C:14]1[CH:13]=[C:12]([C:10](=[O:11])[CH2:9][N:8]([CH2:1][C:2]2[CH:3]=[CH:4][CH:5]=[CH:6][CH:7]=2)[CH:29]2[CH2:30][C:31]3[C:36](=[CH:35][C:34]([CH2:38][CH3:39])=[C:33]([CH2:40][CH3:41])[CH:32]=3)[CH2:37]2)[CH:17]=[CH:16][C:15]=1[O:18][CH2:19][C:20]1[CH:21]=[CH:22][CH:23]=[CH:24][CH:25]=1. Procedure details: 1-(3-Amino-4-benzyloxy-phenyl)-2-[benzyl-(5,6-diethyl-indan-2-yl)-amino]-ethanone is prepared from 2-[benzyl-(5,6-diethyl-indan-2-yl)-amino]-1-(4-benzyloxy-3-nitro-phenyl)-ethanone (1.50 g) by an analogous procedure to that used to prepare (R)-1-(3-Amino-4-benzyloxy-phenyl)-2-[benzyl-(5,6-diethyl-indan-2-yl)-amino]-ethanol in Example 19. The reaction is shown to be complete by TLC after 48 hours. The catalyst is filtered off and the solvent is removed in vacuo. The product is purified by flash c...